This data is from the Open Reaction Database (ORD), a public repository of structured organic reaction records. The task is: describe an organic reaction: reactants, conditions, products, and yield Starting materials: NC1=CC=C2C=NNC2=C1 (6-aminoindazole), ClCCN=C=O (2-chloroethyl isocyanate). The solvent is C(C)O (ethanol). Conditions: time 16 hour. Product: ClCCNC(NC1=CC=C2C=NNC2=C1)=O (6-[3-(2-chloroethyl)ureido]indazole). The yield is 30.0%. Reaction SMILES: [NH2:1][C:2]1[CH:10]=[C:9]2[C:5]([CH:6]=[N:7][NH:8]2)=[CH:4][CH:3]=1.[Cl:11][CH2:12][CH2:13][N:14]=[C:15]=[O:16]>C(O)C>[Cl:11][CH2:12][CH2:13][NH:14][C:15](=[O:16])[NH:1][C:2]1[CH:10]=[C:9]2[C:5]([CH:6]=[N:7][NH:8]2)=[CH:4][CH:3]=1. Reported procedure: To a solution of 2 g of 6-aminoindazole in 125 mL of anhydrous ethanol is added, in a dropwise manner, 1.25 g of 2-chloroethyl isocyanate. This solution is stirred for 16 h at room temperature, cooled at °20° C., and filtered. A white solid separated and was recrystallized from ethanol, yield 30%, mp 253°-258° C. 1H NMR (DMSO-d6 : CDCl3): 8.12 ppm, 7.56 ppm, 7.44 ppm, 7.25 ppm, 7.12 ppm, 7.08 ppm, 6.43 ppm, 6.39 ppm, 6.01 ppm, 5.98 ppm, 5.96 ppm, 3.42 ppm, 3.4 ppm, 3.39 ppm, 3.54 ppm, 3.26 pm, 3...